describe an organic reaction: reactants, conditions, products, and yield From a dataset of the Open Reaction Database (ORD), a public repository of structured organic reaction records. Starting materials: N#CC1CC(F)CN1C(=O)CNC12CCC(C(=O)O)(CC1)CC2, Nc1nc(-c2ccccn2)cs1. The product is N#CC1CC(F)CN1C(=O)CNC12CCC(C(=O)Nc3nc(-c4ccccn4)cs3)(CC1)CC2. RXN SMILES: [C:1](=[O:2])([OH:3])[C:4]12[CH2:5][CH2:6][C:7]([NH:12][CH2:13][C:14](=[O:15])[N:16]3[CH:17]([C:22]#[N:23])[CH2:18][CH:19]([F:21])[CH2:20]3)([CH2:8][CH2:9]1)[CH2:10][CH2:11]2.[NH2:24][c:25]1[s:26][cH:27][c:28](-[c:30]2[n:31][cH:32][cH:33][cH:34][cH:35]2)[n:29]1>>[C:1](=[O:2])([C:4]12[CH2:5][CH2:6][C:7]([NH:12][CH2:13][C:14](=[O:15])[N:16]3[CH:17]([C:22]#[N:23])[CH2:18][CH:19]([F:21])[CH2:20]3)([CH2:8][CH2:9]1)[CH2:10][CH2:11]2)[NH:24][c:25]1[s:26][cH:27][c:28](-[c:30]2[n:31][cH:32][cH:33][cH:34][cH:35]2)[n:29]1. Reactants: Br, CCOC(=O)c1csc(Nc2ccc(OC)c(OC)c2)n1, O=C(Cl)c1ccc(Cl)cc1Cl, ClCCl. Yields the product CCOC(=O)c1csc(N(C(=O)c2ccc(Cl)cc2Cl)c2ccc(OC)c(OC)c2)n1. Reaction SMILES: [BrH:22].[CH2:1]([CH3:2])[O:3][C:4](=[O:5])[c:6]1[n:7][c:8]([NH:11][c:12]2[cH:13][c:14]([O:20][CH3:21])[c:15]([O:18][CH3:19])[cH:16][cH:17]2)[s:9][cH:10]1.[Cl:23][c:24]1[c:25]([C:26](=[O:27])[Cl:28])[cH:29][cH:30][c:31]([Cl:33])[cH:32]1.[Cl:34][CH2:35][Cl:36]>>[CH2:1]([CH3:2])[O:3][C:4](=[O:5])[c:6]1[n:7][c:8]([N:11]([c:12]2[cH:13][c:14]([O:20][CH3:21])[c:15]([O:18][CH3:19])[cH:16][cH:17]2)[C:26]([c:25]2[c:24]([Cl:23])[cH:32][c:31]([Cl:33])[cH:30][cH:29]2)=[O:27])[s:9][cH:10]1. Starting materials: [Si](C)(C)(C(C)(C)C)OCC[C@@H]1CCC=2SC=3N=CN=C(C3C2C1)OC1CCC(CC1)NC(OC(C)(C)C)=O (tert-butyl N-(4-[[(12R)-12-[2-[(tert-butyldimethylsilyl)oxy]ethyl]-8-thia-4,6-diazatricyclo[7.4.0.0[2,7]]trideca-1(9),2 (7),3,5-tetraen-3-yl]oxy]cyclohexyl)carbamate), CCCC[N+](CCCC)(CCCC)CCCC.[F-] (TBAF). The solvent is C1CCOC1 (THF). Reaction conditions: time 8 hour. Product: OCC[C@@H]1CCC=2SC=3N=CN=C(C3C2C1)OC1CCC(CC1)NC(OC(C)(C)C)=O (tert-butyl N-(4-[[(12R)-12-(2-hydroxyethyl)-8-thia-4,6-diazatricyclo[7.4.0.0[2,7]]trideca-1(9),2(7),3,5-tetraen-3-yl]oxy]cyclohexyl)carbamate). Isolated yield 80.1%. As a reaction SMILES: [Si]([O:8][CH2:9][CH2:10][C@H:11]1[CH2:23][C:22]2[C:21]3[C:20]([O:24][CH:25]4[CH2:30][CH2:29][CH:28]([NH:31][C:32](=[O:38])[O:33][C:34]([CH3:37])([CH3:36])[CH3:35])[CH2:27][CH2:26]4)=[N:19][CH:18]=[N:17][C:16]=3[S:15][C:14]=2[CH2:13][CH2:12]1)(C(C)(C)C)(C)C.CCCC[N+](CCCC)(CCCC)CCCC.[F-]>C1COCC1>[OH:8][CH2:9][CH2:10][C@H:11]1[CH2:23][C:22]2[C:21]3[C:20]([O:24][CH:25]4[CH2:26][CH2:27][CH:28]([NH:31][C:32](=[O:38])[O:33][C:34]([CH3:36])([CH3:35])[CH3:37])[CH2:29][CH2:30]4)=[N:19][CH:18]=[N:17][C:16]=3[S:15][C:14]=2[CH2:13][CH2:12]1 |f:1.2|. Procedure details: To a solution of tert-butyl N-(4-[[(12R)-12-[2-[(tert-butyldimethylsilyl)oxy]ethyl]-8-thia-4,6-diazatricyclo[7.4.0.0[2,7]]trideca-1(9),2 (7),3,5-tetraen-3-yl]oxy]cyclohexyl)carbamate (200 mg, 0.36 mmol, 1.00 equiv) in 6 mL of THF was added TBAF (186 mg, 0.71 mmol, 2.00 equiv) at room temperature and the resulting solution was stirred overnight at ambient temperature. The reaction was then quenched with water, extracted with 3×30 mL of ethyl acetate. The combined organic layers were washed with b...